From a dataset of the Open Reaction Database (ORD), a public repository of structured organic reaction records. describe an organic reaction: reactants, conditions, products, and yield The reactants are C(C)(C)(C)[Si](O[C@H](CN1N=CC2=CC=C(C=C12)O)C)(C)C (1-[(S)-2-(tert-Butyldimethyl-silanyloxy)-propyl]-1H-indazol-6-ol), BrN1C(CCC1=O)=O (N-bromosuccinimide), S([O-])(O)=O.[Na+] (sodium bisulfite). Run in C1CCOC1 (THF). Yields the product BrC=1C(=CC=C2C=NN(C12)C[C@H](C)O[Si](C)(C)C(C)(C)C)O (7-Bromo-1-[(S)-2-(tert-butyldimethyl-silanyloxy)-propyl]-1H-indazol-6-ol). The yield is 76.6%. RXN SMILES: [C:1]([Si:5]([CH3:21])([CH3:20])[O:6][C@@H:7]([CH3:19])[CH2:8][N:9]1[C:17]2[C:12](=[CH:13][CH:14]=[C:15]([OH:18])[CH:16]=2)[CH:11]=[N:10]1)([CH3:4])([CH3:3])[CH3:2].[Br:22]N1C(=O)CCC1=O.S(=O)(O)[O-].[Na+]>C1COCC1>[Br:22][C:16]1[C:15]([OH:18])=[CH:14][CH:13]=[C:12]2[C:17]=1[N:9]([CH2:8][C@@H:7]([O:6][Si:5]([C:1]([CH3:3])([CH3:4])[CH3:2])([CH3:21])[CH3:20])[CH3:19])[N:10]=[CH:11]2 |f:2.3|. Procedure: To a solution of the product from Step B (3.79 g, 12.4 mmol) in anhydrous THF (100 mL) at 0° C. was added N-bromosuccinimide (2.20 g, 12.4 mmol) in 3 portions over 10 min. After 20 min the mixture was poured into a saturated aqueous solution of sodium bisulfite (100 mL) and extracted with EtOAc (3×200 mL). The combined extracts were dried (MgSO4) and evaporated to a residue (4.79 g). Chromatography (silica, 10% EtOAc/hexane) gave a solid (3.66 g, 77%): mp 103-105° C. Starting materials: Cl.ClC1=C(N)C=C(C(=C1)Cl)OCCCCCCCCCCCCCCCCCC (2,4-dichloro-5-octadecyloxyaniline hydrochloride), ClC1=C(C(=CC(=C1)Cl)Cl)N1N=C(CC1=O)OCC (1-(2,4,6-trichlorophenyl)-3-ethoxy-2-pyrazolin-5-one), ClC1=C(N)C=C(C(=C1)Cl)OCCCCCCCCCCCCCCCC (2,4-Dichloro-5-hexadecyloxyaniline). Product: ClC1=C(C(=CC(=C1)Cl)Cl)N1N=C(CC1=O)NC1=C(C=C(C(=C1)OCCCCCCCCCCCCCCCCCC)Cl)Cl (1-(2,4,6-Trichlorophenyl)-3-(2,4-dichloro-5-octadecyloxyanilino)-2-pyrazolin-5-one). As a reaction SMILES: Cl.[Cl:2][C:3]1[CH:9]=[C:8]([Cl:10])[C:7]([O:11][CH2:12][CH2:13][CH2:14][CH2:15][CH2:16][CH2:17][CH2:18][CH2:19][CH2:20][CH2:21][CH2:22][CH2:23][CH2:24][CH2:25][CH2:26][CH2:27][CH2:28][CH3:29])=[CH:6][C:4]=1[NH2:5].[Cl:30][C:31]1[CH:36]=[C:35]([Cl:37])[CH:34]=[C:33]([Cl:38])[C:32]=1[N:39]1[C:43](=[O:44])[CH2:42][C:41](OCC)=[N:40]1.ClC1C=C(Cl)C(OCCCCCCCCCCCCCCCC)=CC=1N>>[Cl:38][C:33]1[CH:34]=[C:35]([Cl:37])[CH:36]=[C:31]([Cl:30])[C:32]=1[N:39]1[C:43](=[O:44])[CH2:42][C:41]([NH:5][C:4]2[CH:6]=[C:7]([O:11][CH2:12][CH2:13][CH2:14][CH2:15][CH2:16][CH2:17][CH2:18][CH2:19][CH2:20][CH2:21][CH2:22][CH2:23][CH2:24][CH2:25][CH2:26][CH2:27][CH2:28][CH3:29])[C:8]([Cl:10])=[CH:9][C:3]=2[Cl:2])=[N:40]1 |f:0.1|. Reported procedure: Using 18 g of 2,4-dichloro-5-octadecyloxyaniline hydrochloride and 13 g of 1-(2,4,6-trichlorophenyl)-3-ethoxy-2-pyrazolin-5-one, which were prepared in a manner similar to Steps (1) and (2) of Synthesis Example 1, similar procedures to Step (3) of Synthesis Example 1, were carried out and recrystallization was performed from 100 ml of ethanol to obtain 15 g of the desired coupler. The melting point thereof was 98 to 99° C. Starting materials: ClC=1C=C(C=CC1C1CCCCC1)C(C(=O)OCC)=O (ethyl 3-chloro-4-cyclohexylphenylglyoxylate), [H-].[Al+3].[Li+].[H-].[H-].[H-] (lithium aluminum hydride), Cl (hydrochloric acid). Run in CCOCC (ether), CCOCC (ether). The product is ClC=1C=C(C=CC1C1CCCCC1)C(CO)O (1-(3-chloro-4-cyclohexylphenyl)-1,2-ethanediol). Reaction SMILES: [H-].[Al+3].[Li+].[H-].[H-].[H-].[Cl:7][C:8]1[CH:9]=[C:10]([C:20](=[O:26])[C:21](OCC)=[O:22])[CH:11]=[CH:12][C:13]=1[CH:14]1[CH2:19][CH2:18][CH2:17][CH2:16][CH2:15]1.Cl>CCOCC>[Cl:7][C:8]1[CH:9]=[C:10]([CH:20]([OH:26])[CH2:21][OH:22])[CH:11]=[CH:12][C:13]=1[CH:14]1[CH2:19][CH2:18][CH2:17][CH2:16][CH2:15]1 |f:0.1.2.3.4.5|. Procedure: To lithium aluminum hydride solution (3.9 M; 120 ml) diluted with anhydrous ether (750 ml) is added dropwise 150 g of ethyl 3-chloro-4-cyclohexylphenylglyoxylate with stirring, under nitrogen. The mixture is diluted with 250 ml of ether, and is stirred for 2 hours. The reaction mixture is acidified with 10% hydrochloric acid (450 ml) and extracted with ether/tetrahydrofuran. The aqueous fraction is washed three times with 50 ml portions of ether. The combined ether fractions are washed with wate... Reactants: FC1=C(C#N)C=CC(=C1)CC=C (2-fluoro-4-(prop-2-en-1-yl)benzonitrile), COC1=C(C#N)C=CC(=C1)CCN1CCNCC1 (2-methoxy-4-[2-(piperazin-1-yl)ethyl]benzonitrile). Yields the product FC1=C(C#N)C=CC(=C1)CCN1CCNCC1 (2-Fluoro-4-[2-(piperazin-1yl)ethyl]benzonitrile). Reaction SMILES: [F:1][C:2]1[CH:9]=[C:8]([CH2:10][CH:11]=C)[CH:7]=[CH:6][C:3]=1[C:4]#[N:5].COC1C=C(CC[N:25]2[CH2:30][CH2:29][NH:28][CH2:27][CH2:26]2)C=CC=1C#N>>[F:1][C:2]1[CH:9]=[C:8]([CH2:10][CH2:11][N:25]2[CH2:30][CH2:29][NH:28][CH2:27][CH2:26]2)[CH:7]=[CH:6][C:3]=1[C:4]#[N:5]. Procedure: 2-Fluoro-4-[2-(piperazin-1yl)ethyl]benzonitrile was prepared from 2-fluoro-4-(prop-2-en-1-yl)benzonitrile (described above) in an analogous fashion to that described for 2-methoxy-4-[2-(piperazin-1-yl)ethyl]benzonitrile. Starting materials: N1N=CC2=CC(=CC=C12)C(=O)OC (methyl 1H-indazole-5-carboxylate), C1(CC1)B(O)O (cyclopropylboronic acid), C(C)(=O)[O-] (acetate), N1=C(C=CC=C1)C1=NC=CC=C1 ([2,2′]bipyridyl), [NH4+].[Cl-] (NH4Cl). The solvent is ClCCCl (1,2-dichloroethane), O (water), C(Cl)Cl (DCM). Run at temperature 70 celsius. Product: C1(CC1)N1N=CC2=CC(=CC=C12)C(=O)OC (Methyl 1-cyclopropyl-1H-indazole-5-carboxylate). The yield is 70.6%. RXN SMILES: [NH:1]1[C:9]2[C:4](=[CH:5][C:6]([C:10]([O:12][CH3:13])=[O:11])=[CH:7][CH:8]=2)[CH:3]=[N:2]1.[CH:14]1(B(O)O)[CH2:16][CH2:15]1.C([O-])(=O)C.N1C=CC=CC=1C1C=CC=CN=1.[NH4+].[Cl-]>ClCCCl.O.C(Cl)Cl>[CH:14]1([N:1]2[C:9]3[C:4](=[CH:5][C:6]([C:10]([O:12][CH3:13])=[O:11])=[CH:7][CH:8]=3)[CH:3]=[N:2]2)[CH2:16][CH2:15]1 |f:4.5|. Procedure details: A mixture of methyl 1H-indazole-5-carboxylate (970 mg, 5.5 mmol), cyclopropylboronic acid (946 mg, 11 mmol), cupper (II) acetate, [2,2′]bipyridyl (860 mg, 5.5 mmol) in 1,2-dichloroethane (50 mL) was heated at 70° C. for 2 hrs. The mixture was added saturated aqueous NH4Cl (70 mL) followed by the addition of DCM (30 mL) and water (30 mL), extracted with DCM (30 mL×2), dried over Na2SO4, filtered through a pad of Celite (registered trademark) the filtrate was concentrated to give a pale brown soli... The reactants are ClC1=C(C(=O)OCC)C(=CC=C1O)Cl (ethyl 2,6-dichloro-3-hydroxybenzoate), O (water), [H-].[Na+] (sodium hydride), COCCl (Chloromethyl methyl ether). Run in CN(C=O)C (N,N-dimethylformamide), CN(C=O)C (N,N-dimethylformamide). Conditions: time 1 hour. The product is ClC1=C(C(=O)OCC)C(=CC=C1OCOC)Cl (ethyl 2,6-dichloro-3-(methoxymethoxy)benzoate). RXN SMILES: [H-].[Na+].[Cl:3][C:4]1[C:14]([OH:15])=[CH:13][CH:12]=[C:11]([Cl:16])[C:5]=1[C:6]([O:8][CH2:9][CH3:10])=[O:7].[CH3:17][O:18][CH2:19]Cl.O>CN(C)C=O>[Cl:3][C:4]1[C:14]([O:15][CH2:17][O:18][CH3:19])=[CH:13][CH:12]=[C:11]([Cl:16])[C:5]=1[C:6]([O:8][CH2:9][CH3:10])=[O:7] |f:0.1|. Procedure: To a suspension of sodium hydride (60% in oil, 474 mg) in N,N-dimethylformamide (2 ml) was added a solution of ethyl 2,6-dichloro-3-hydroxybenzoate (2.42 g) in N,N-dimethylformamide (10 ml) under nitrogen at ambient temperature and the mixture was stirred for 1 hour at the same temperature. Chloromethyl methyl ether (1.15 ml) was added thereto and the mixture was stirred for 1 hour at the same temperature. The reaction mixture was poured into water and extracted with ethyl acetate. The organic l... Reactants: BrC1=CC(=NC=C1OC(C)(C)C)C1=NC2(CC1)C(N(CC2)C)=O (2-(4-bromo-5-tert-butoxy-2-pyridyl)-7-methyl-1,7-diazaspiro[4.4]non-1-en-6-one), O (water), FC(C1=CC=C(C=C1)B(O)O)(F)F ([4-(trifluoromethyl)phenyl]boronic acid), C([O-])([O-])=O.[Na+].[Na+] (sodium carbonate). The reagents and catalysts are Cl[Pd]([P](C1=CC=CC=C1)(C2=CC=CC=C2)C3=CC=CC=C3)([P](C4=CC=CC=C4)(C5=CC=CC=C5)C6=CC=CC=C6)Cl (bis(triphenylphosphine)-palladium (II) dichloride). The solvent is C(Cl)Cl (DCM), CCOC(=O)C (EtOAc), CO (MeOH), COCCOC (1,2-dimethoxyethane). Run at temperature 120 celsius. The product is C(C)(C)(C)OC=1C(=CC(=NC1)C1=NC2(CC1)C(N(CC2)C)=O)C2=CC=C(C=C2)C(F)(F)F (2-[5-tert-butoxy-4-[4-(trifluoro-methyl)-phenyl]-2-pyridyl]-7-methyl-1,7-diazaspiro[4.4]non-1-en-6-one). Isolated yield 37.1%. As a reaction SMILES: Br[C:2]1[C:7]([O:8][C:9]([CH3:12])([CH3:11])[CH3:10])=[CH:6][N:5]=[C:4]([C:13]2[CH2:17][CH2:16][C:15]3([CH2:21][CH2:20][N:19]([CH3:22])[C:18]3=[O:23])[N:14]=2)[CH:3]=1.O.[F:25][C:26]([F:37])([F:36])[C:27]1[CH:32]=[CH:31][C:30](B(O)O)=[CH:29][CH:28]=1.C(=O)([O-])[O-].[Na+].[Na+]>COCCOC.C(Cl)Cl.CCOC(C)=O.Cl[Pd](Cl)([P](C1C=CC=CC=1)(C1C=CC=CC=1)C1C=CC=CC=1)[P](C1C=CC=CC=1)(C1C=CC=CC=1)C1C=CC=CC=1.CO>[C:9]([O:8][C:7]1[C:2]([C:30]2[CH:31]=[CH:32][C:27]([C:26]([F:37])([F:36])[F:25])=[CH:28][CH:29]=2)=[CH:3][C:4]([C:13]2[CH2:17][CH2:16][C:15]3([CH2:21][CH2:20][N:19]([CH3:22])[C:18]3=[O:23])[N:14]=2)=[N:5][CH:6]=1)([CH3:12])([CH3:11])[CH3:10] |f:3.4.5,^1:61,80|. Procedure: To a solution of 2-(4-bromo-5-tert-butoxy-2-pyridyl)-7-methyl-1,7-diazaspiro[4.4]non-1-en-6-one (which may be prepared as described in Description 36) (605 mg, 1.59 mmol) in 1,2-dimethoxyethane (16 mL) was added water (4 mL), [4-(trifluoromethyl)phenyl]boronic acid (332.38 mg, 1.75 mmol) and sodium carbonate (505.87 mg, 4.77 mmol). The mixture was degassed with a stream of nitrogen and bis(triphenylphosphine)-palladium (II) dichloride (55.83 mg, 0.0800 mmol) was added. The mixture was heated to ...